Dataset: the Open Reaction Database (ORD), a public repository of structured organic reaction records. Task: describe an organic reaction: reactants, conditions, products, and yield Starting materials: C(C1=CC=CC=C1)N1C(N([C@H]2[C@@H]1CSC2=CCCCC21OC3OC(CC(C2)O3)C1)CC1=CC=CC=C1)=O (cis-1,3-dibenzyl-4-(4-(2,4,10-trioxaadamantyl)-butylidene)-hexahydro-1H-thieno[3,4-d]imidazol-2-one), S(O)(O)(=O)=O (sulphuric acid), C1(=CC=C(C=C1)S(=O)(=O)O)C (p-toluenesulphonic acid), O1CCOCC1 (dioxan), [OH-].[Na+] (sodium hydroxide). Run at time 2.5 hour. The product is O=C1N([C@H]2[C@@H](N1CC1=CC=CC=C1)CSC2=C(C(=O)O)CCC)CC2=CC=CC=C2 (cis-2-oxo-1,3-dibenzyl-hexahydro-1H-thieno[3,4-d]imidazol-4-ylidenepentanoic acid). The yield is 89.0%. RXN SMILES: [CH2:1]([N:8]1[C@H:12]2[CH2:13][S:14][C:15](=[CH:16][CH2:17][CH2:18][CH2:19]C34CC5CC(OC(O5)O3)C4)[C@H:11]2[N:10]([CH2:30][C:31]2[CH:36]=[CH:35][CH:34]=[CH:33][CH:32]=2)[C:9]1=[O:37])[C:2]1[CH:7]=[CH:6][CH:5]=[CH:4][CH:3]=1.S(=O)(=O)(O)O.C1(C)C=CC(S(O)(=O)=O)=CC=1.[OH-:54].[Na+].[O:56]1[CH2:61]COCC1>>[O:37]=[C:9]1[N:8]([CH2:1][C:2]2[CH:3]=[CH:4][CH:5]=[CH:6][CH:7]=2)[C@H:12]2[CH2:13][S:14][C:15](=[C:16]([CH2:17][CH2:18][CH3:19])[C:61]([OH:56])=[O:54])[C@H:11]2[N:10]1[CH2:30][C:31]1[CH:36]=[CH:35][CH:34]=[CH:33][CH:32]=1 |f:3.4|. Procedure: 839 mg (1.62 mmol) of cis-1,3-dibenzyl-4-(4-(2,4,10-trioxaadamantyl)-butylidene)-hexahydro-1H-thieno[3,4-d]imidazol-2-one (prepared in accordance with Example 3) are treated with 4.6 ml of dioxan, 4.6 ml of 0.2N sulphuric acid as well as 20 mg of p-toluenesulphonic acid and the mixture is heated to boiling under an argon atmosphere for 2.5 hours. The mixture is subsequently made alkaline with 1.54 ml of 2N sodium hydroxide solution and boiled under reflux for a further 45 minutes. After cooling ... The reactants are C12(CC3CC(CC(C1)C3)C2)CCC2=C(N=C(N2)C2=CC=NC=C2)C(=O)O (5-(2-Adamantan-1-yl-ethyl)-2-pyridine-4-yl-1H-imidazole-4-carboxylic acid), N1=CC=C(C=C1)C=O (pyridine-4-carboxaldehyde), C(C1=CC=CC=C1)OC(C1=CC(=CC=C1)N)=O (3-amino-benzoic acid benzyl ester). The product is C(C1=CC=CC=C1)OC(C1=CC(=CC=C1)NC(=O)C=1N=C(NC1CCC12CC3CC(CC(C1)C3)C2)C2=CC=NC=C2)=O (3-{[5-(2-adamantan-1-yl-ethyl)-2-pyridine-4-yl-1H-imidazole-4-carbonyl]-amino}-benzoic acid benzyl ester). As a reaction SMILES: [C:1]12([CH2:11][CH2:12][C:13]3[NH:17][C:16]([C:18]4[CH:23]=[CH:22][N:21]=[CH:20][CH:19]=4)=[N:15][C:14]=3[C:24]([OH:26])=O)[CH2:10][CH:5]3[CH2:6][CH:7]([CH2:9][CH:3]([CH2:4]3)[CH2:2]1)[CH2:8]2.N1C=CC(C=O)=CC=1.[CH2:35]([O:42][C:43](=[O:51])[C:44]1[CH:49]=[CH:48][CH:47]=[C:46]([NH2:50])[CH:45]=1)[C:36]1[CH:41]=[CH:40][CH:39]=[CH:38][CH:37]=1>>[CH2:35]([O:42][C:43](=[O:51])[C:44]1[CH:49]=[CH:48][CH:47]=[C:46]([NH:50][C:24]([C:14]2[N:15]=[C:16]([C:18]3[CH:19]=[CH:20][N:21]=[CH:22][CH:23]=3)[NH:17][C:13]=2[CH2:12][CH2:11][C:1]23[CH2:8][CH:7]4[CH2:6][CH:5]([CH2:4][CH:3]([CH2:9]4)[CH2:2]2)[CH2:10]3)=[O:26])[CH:45]=1)[C:36]1[CH:37]=[CH:38][CH:39]=[CH:40][CH:41]=1. Reported procedure: 5-(2-Adamantan-1-yl-ethyl)-2-pyridine-4-yl-1H-imidazole-4-carboxylic acid (prepared according to the procedure of Example 70, steps a and b, with the modification that pyridine-4-carboxaldehyde was used instead of 2-dimethylamino-benzaldehyde in step a) was reacted with 3-amino-benzoic acid benzyl ester according to the procedure of Example 177, step a to afford 3-{[5-(2-adamantan-1-yl-ethyl)-2-pyridine-4-yl-1H-imidazole-4-carbonyl]-amino}-benzoic acid benzyl ester. The benzyl group was removed ...